describe an organic reaction: reactants, conditions, products, and yield From a dataset of the Open Reaction Database (ORD), a public repository of structured organic reaction records. Yields the product COC=1C=CC2=C(SC(C(CO2)=O)(C(=O)OC)CCCCN2CCN(CC2)C2=CC=CC=C2)C1 (methyl 7-methoxy-3-oxo-4-[4-(4-phenylpiperazin-1-yl)butyl]-3,4-dihydro-2H-1,5-benzoxathiepine-4-carboxylate). As a reaction SMILES: Br[CH2:2][CH2:3][CH2:4][CH2:5][C:6]1([C:20]([O:22][CH3:23])=[O:21])[S:12][C:11]2[CH:13]=[C:14]([O:17][CH3:18])[CH:15]=[CH:16][C:10]=2[O:9][CH2:8][C:7]1=[O:19].[C:24]1([N:30]2[CH2:35][CH2:34][NH:33][CH2:32][CH2:31]2)[CH:29]=[CH:28][CH:27]=[CH:26][CH:25]=1.[I-].[K+].C(=O)([O-])[O-].[K+].[K+]>C(#N)C>[CH3:18][O:17][C:14]1[CH:15]=[CH:16][C:10]2[O:9][CH2:8][C:7](=[O:19])[C:6]([CH2:5][CH2:4][CH2:3][CH2:2][N:33]3[CH2:34][CH2:35][N:30]([C:24]4[CH:29]=[CH:28][CH:27]=[CH:26][CH:25]=4)[CH2:31][CH2:32]3)([C:20]([O:22][CH3:23])=[O:21])[S:12][C:11]=2[CH:13]=1 |f:2.3,4.5.6|. Procedure: A mixture of methyl 4-(4-bromobutyl)-7-methoxy-3-oxo-3,4-dihydro-2H-1,5-benzoxathiepine-4-carboxylate (1.7 g), N-phenylpiperazine (1.37 g), potassium iodide (0.7 g), anhydrous potassium carbonate (1.2 g) and acetonitrile (30 ml) was refluxed under heating for 1.5 hours. After cooling, inorganic matter was filtered off and the filtrate was concentrated under reduced pressure. Water was added to the residue and the mixture was extracted with ethyl acetate. The organic layers were combined, washed ... Run in C(C)#N (acetonitrile). The reactants are BrCCCCC1(C(COC2=C(S1)C=C(C=C2)OC)=O)C(=O)OC (methyl 4-(4-bromobutyl)-7-methoxy-3-oxo-3,4-dihydro-2H-1,5-benzoxathiepine-4-carboxylate), C1(=CC=CC=C1)N1CCNCC1 (N-phenylpiperazine), [I-].[K+] (potassium iodide), C([O-])([O-])=O.[K+].[K+] (potassium carbonate). Starting materials: COC1=C(C=CC(=C1)[N+](=O)[O-])N1CCC(CC1)O[Si](C(C)C)(C(C)C)C(C)C (1-(2-Methoxy-4-nitro-phenyl)-4-triisopropylsilanyloxy-piperidine). Reagents/catalysts: [Pd] (Pd/C). The solvent is C1CCOC1 (THF). Reaction conditions: time 3 hour. The product is COC=1C=C(C=CC1N1CCC(CC1)O[Si](C(C)C)(C(C)C)C(C)C)N (3-methoxy-4-(4-triisopropylsilanyloxy-piperidin-1-yl)-phenylamine). Isolated yield 100.3%. Reaction SMILES: [CH3:1][O:2][C:3]1[CH:8]=[C:7]([N+:9]([O-])=O)[CH:6]=[CH:5][C:4]=1[N:12]1[CH2:17][CH2:16][CH:15]([O:18][Si:19]([CH:26]([CH3:28])[CH3:27])([CH:23]([CH3:25])[CH3:24])[CH:20]([CH3:22])[CH3:21])[CH2:14][CH2:13]1>C1COCC1.[Pd]>[CH3:1][O:2][C:3]1[CH:8]=[C:7]([NH2:9])[CH:6]=[CH:5][C:4]=1[N:12]1[CH2:17][CH2:16][CH:15]([O:18][Si:19]([CH:23]([CH3:25])[CH3:24])([CH:26]([CH3:28])[CH3:27])[CH:20]([CH3:22])[CH3:21])[CH2:14][CH2:13]1. Reported procedure: Dissolve 1-(2-Methoxy-4-nitro-phenyl)-4-triisopropylsilanyloxy-piperidine (1.53 g, 3.74 mmol) in THF (30 mL) and add 5% Pd/C then stir the slurry at room temperature under a hydrogen atmosphere for 3 h. Filter the black mixture through a pad of Celite® and concentrate the filtrate in vacuo to give 3-methoxy-4-(4-triisopropylsilanyloxy-piperidin-1-yl)-phenylamine (1.42 g, 100%) that was used immediately.